Dataset: the Open Reaction Database (ORD), a public repository of structured organic reaction records. Task: describe an organic reaction: reactants, conditions, products, and yield Starting materials: COc1cccc2c1Oc1cc(Br)ccc1C2=C1CC2CCC(C1)N2C(=O)C(F)(F)F, CCN(CC)C(=O)c1ccc2c(c1)Oc1ccccc1C2=C1CC2CCC(C1)N2. The product is COc1cccc2c1Oc1cc(Br)ccc1C2C1CC2CCC(C1)N2C(=O)C(F)(F)F. Reaction SMILES: [Br:1][c:2]1[cH:3][cH:4][c:5]2[c:14]([cH:15]1)[O:13][c:12]1[c:7]([cH:8][cH:9][cH:10][c:11]1[O:16][CH3:17])[C:6]2=[C:18]1[CH2:19][CH:20]2[CH2:21][CH2:22][CH:23]([CH2:24]1)[N:25]2[C:26]([C:27]([F:28])([F:29])[F:30])=[O:31].[CH2:32]([N:33]([CH2:34][CH3:35])[C:36]([c:37]1[cH:38][cH:39][c:40]2[c:53]([cH:54]1)[O:52][c:51]1[c:50]([cH:58][cH:57][cH:56][cH:55]1)[C:41]2=[C:42]1[CH2:43][CH:44]2[NH:45][CH:46]([CH2:47][CH2:48]2)[CH2:49]1)=[O:59])[CH3:60]>>[Br:1][c:2]1[cH:3][cH:4][c:5]2[c:14]([cH:15]1)[O:13][c:12]1[c:7]([cH:8][cH:9][cH:10][c:11]1[O:16][CH3:17])[CH:6]2[CH:18]1[CH2:19][CH:20]2[CH2:21][CH2:22][CH:23]([CH2:24]1)[N:25]2[C:26]([C:27]([F:28])([F:29])[F:30])=[O:31]. The reactants are BrC=1C=CC(=C(C1)C)OC (5-bromo-2-methoxytoluene), N1CCC(C(=O)OCC)CC1 (ethyl isonipecotate), 1-(2-phenethyl)piperazine, BrC1=CC(=C(C=C1F)OC)F (4-bromo-2,5-difluoroanisole). Yields the product FC1=C(C=C(C(=C1)OC)F)N1CCC(CC1)C(=O)OCC (ethyl 1-(2,5-difluoro-4-methoxyphenyl)piperidine-4-carboxylate). Reaction SMILES: BrC1C=CC(OC)=C(C)C=1.Br[C:12]1[C:17]([F:18])=[CH:16][C:15]([O:19][CH3:20])=[C:14]([F:21])[CH:13]=1.[NH:22]1[CH2:32][CH2:31][CH:25]([C:26]([O:28][CH2:29][CH3:30])=[O:27])[CH2:24][CH2:23]1>>[F:18][C:17]1[CH:16]=[C:15]([O:19][CH3:20])[C:14]([F:21])=[CH:13][C:12]=1[N:22]1[CH2:32][CH2:31][CH:25]([C:26]([O:28][CH2:29][CH3:30])=[O:27])[CH2:24][CH2:23]1. Reported procedure: Production Example 9 was repeated except that 5-bromo-2-methoxytoluene and 1-(2-phenethyl)piperazine were replaced with 4-bromo-2,5-difluoroanisole (4.460 g) and ethyl isonipecotate (3.70 mL), respectively. The resulting crude product was purified on silica gel column chromatography (eluent, hexane: ethyl acetate=6:1) to provide ethyl 1-(2,5-difluoro-4-methoxyphenyl)piperidine-4-carboxylate (2.465 g).